From a dataset of the Open Reaction Database (ORD), a public repository of structured organic reaction records. describe an organic reaction: reactants, conditions, products, and yield Reactants: NC1=NNC=C1C(=O)C1=CC=CC=C1 ((3-amino-1H-pyrazol-4-yl)phenyl-methanone), CN(C=CC(=O)C1=CC(=CC=C1)C(F)(F)F)C (3-dimethylamino-1-[3-(trifluoromethyl)phenyl]-2-propen-1-one). The solvent is C(C)(=O)O (acetic acid). Product: C1(=CC=CC=C1)C(=O)C=1C=NN2C1N=CC=C2C2=CC(=CC=C2)C(F)(F)F (Phenyl[7-[3-(trifluoromethyl)phenyl]pyrazolo[1,5-a]-pyrimidin-3-yl]methanon). RXN SMILES: [NH2:1][C:2]1[C:6]([C:7]([C:9]2[CH:14]=[CH:13][CH:12]=[CH:11][CH:10]=2)=[O:8])=[CH:5][NH:4][N:3]=1.CN(C)[CH:17]=[CH:18][C:19]([C:21]1[CH:26]=[CH:25][CH:24]=[C:23]([C:27]([F:30])([F:29])[F:28])[CH:22]=1)=O>C(O)(=O)C>[C:9]1([C:7]([C:6]2[CH:5]=[N:4][N:3]3[C:19]([C:21]4[CH:26]=[CH:25][CH:24]=[C:23]([C:27]([F:28])([F:29])[F:30])[CH:22]=4)=[CH:18][CH:17]=[N:1][C:2]=23)=[O:8])[CH:10]=[CH:11][CH:12]=[CH:13][CH:14]=1. Procedure: A reaction mixture of 1.87 g of (3-amino-1H-pyrazol-4-yl)phenyl-methanone and 2.43 g of 3-dimethylamino-1-[3-(trifluoromethyl)phenyl]-2-propen-1-one in 25 ml of glacial acetic acid was refluxed for 6 hours and then the solvent was removed in vacuo giving a crystalline residue. This residue was partitioned between saturated aqueous sodium bicarbonate and dichloromethane. The organic layer was dried with anhydrous sodium sulfate and then passed through a short pad of hydrous magnesium silicate. Th... Starting materials: NCCCN (1,3 diaminopropane), C(CCC)N=C=O (butyl isocyanate). Run in CCOCC (ether). Yields the product C(CCC)NC(=O)NCCCN (1-Butyl-3-(3' aminopropyl) urea). RXN SMILES: [NH2:1][CH2:2][CH2:3][CH2:4][NH2:5].[CH2:6]([N:10]=[C:11]=[O:12])[CH2:7][CH2:8][CH3:9]>CCOCC>[CH2:6]([NH:10][C:11]([NH:1][CH2:2][CH2:3][CH2:4][NH2:5])=[O:12])[CH2:7][CH2:8][CH3:9]. Procedure: 30 grams 1,3 diaminopropane in 30 mls ether was slowly (1 hour) reacted with 10 gms butyl isocyanate and refluxed for one-half hour. The precipitate was filtered and washed with ether and dried in vacuum oven, melting point 201°-202°C. Reactants: C1CCOC1, Cn1c(-c2cccc(F)c2)nc2c(N)nc(C#CC3(O)CCCC3)nc21, [Na+], [OH-], C=CCO. Yields the product Cn1c(-c2cccc(F)c2)nc2c(O)nc(C#CC3(O)CCCC3)nc21. As a reaction SMILES: [CH2:33]1[O:34][CH2:35][CH2:36][CH2:37]1.[NH2:1][c:2]1[c:3]2[n:4][c:5](-[c:20]3[cH:21][c:22]([F:26])[cH:23][cH:24][cH:25]3)[n:6]([CH3:19])[c:7]2[n:8][c:9]([C:11]#[C:12][C:13]2([OH:18])[CH2:14][CH2:15][CH2:16][CH2:17]2)[n:10]1.[Na+:32].[OH-:31].[OH:27][CH2:28][CH:29]=[CH2:30]>>[c:2]1([OH:27])[c:3]2[n:4][c:5](-[c:20]3[cH:21][c:22]([F:26])[cH:23][cH:24][cH:25]3)[n:6]([CH3:19])[c:7]2[n:8][c:9]([C:11]#[C:12][C:13]2([OH:18])[CH2:14][CH2:15][CH2:16][CH2:17]2)[n:10]1.